From a dataset of the Open Reaction Database (ORD), a public repository of structured organic reaction records. describe an organic reaction: reactants, conditions, products, and yield The reactants are CN(C)S(=O)(=O)Cl, CC#N, Nc1nc2ccccc2[nH]1, [Na+], [OH-], O. The product is CN(C)S(=O)(=O)c1cccc2nc(N)[nH]c12. As a reaction SMILES: [CH3:16][N:17]([S:18](=[O:19])(=[O:20])[Cl:21])[CH3:22].[CH3:3][C:4]#[N:5].[NH2:6][c:7]1[n:8][c:9]2[cH:10][cH:11][cH:12][cH:13][c:14]2[nH:15]1.[Na+:2].[OH-:1].[OH2:23]>>[NH2:6][c:7]1[n:8][c:9]2[cH:10][cH:11][cH:12][c:13]([S:18]([N:17]([CH3:16])[CH3:22])(=[O:19])=[O:20])[c:14]2[nH:15]1. The reactants are NCCNC(OCC1=CC=CC=C1)=O (benzyl N-(2-aminoethyl)carbamate), C=C1CC(=O)O1 (diketene). The solvent is CCOCC (ether), CCOCC (ether), CCOCC (ether). Run at time 30 minute. The product is C(CC(=O)C)(=O)NCCNC(OCC1=CC=CC=C1)=O (benzyl N-(2-acetoacetamidoethyl)carbamate). Isolated yield 90.0%. As a reaction SMILES: [NH2:1][CH2:2][CH2:3][NH:4][C:5](=[O:14])[O:6][CH2:7][C:8]1[CH:13]=[CH:12][CH:11]=[CH:10][CH:9]=1.[CH2:15]=[C:16]1[O:20][C:18](=[O:19])[CH2:17]1>CCOCC>[C:18]([NH:1][CH2:2][CH2:3][NH:4][C:5](=[O:14])[O:6][CH2:7][C:8]1[CH:9]=[CH:10][CH:11]=[CH:12][CH:13]=1)(=[O:19])[CH2:17][C:16]([CH3:15])=[O:20]. Reported procedure: A solution of benzyl N-(2-aminoethyl)carbamate (54 g, 0.276 mole) in ether (250 ml) and a solution of diketene (25.2 g, 0.30 mole) in ether (250 ml) were added simultaneously, dropwise, to ether (600 ml) while stirring and cooling over a 30 minute period. A white precipitate appeared. The solution was stirred 30 minutes longer, and then filtered. One recrystallization from water gave pure benzyl N-(2-acetoacetamidoethyl)carbamate (m.p.=116°-118° C.) at a yield of 90%. The reactants are CCN=C=NCCCN(C)C, CN(C)C=O, Cl, COC(=O)c1ccc(N)cc1, O, O, On1nnc2ccccc21, O=C(O)CCc1cnoc1-c1ccccc1. Product: COC(=O)c1ccc(NC(=O)CCc2cnoc2-c2ccccc2)cc1. As a reaction SMILES: [CH2:40]([N:41]=[C:42]=[N:43][CH2:44][CH2:45][CH2:46][N:47]([CH3:48])[CH3:49])[CH3:50].[CH3:52][N:53]([CH3:54])[CH:55]=[O:56].[ClH:39].[NH2:1][c:2]1[cH:3][cH:4][c:5]([C:6](=[O:7])[O:8][CH3:9])[cH:10][cH:11]1.[OH2:28].[OH2:51].[OH:29][n:30]1[c:31]2[cH:32][cH:33][cH:34][cH:35][c:36]2[n:37][n:38]1.[c:12]1(-[c:18]2[c:19]([CH2:23][CH2:24][C:25](=[O:26])[OH:27])[cH:20][n:21][o:22]2)[cH:13][cH:14][cH:15][cH:16][cH:17]1>>[NH:1]([c:2]1[cH:3][cH:4][c:5]([C:6](=[O:7])[O:8][CH3:9])[cH:10][cH:11]1)[C:25]([CH2:24][CH2:23][c:19]1[c:18](-[c:12]2[cH:13][cH:14][cH:15][cH:16][cH:17]2)[o:22][n:21][cH:20]1)=[O:26].